From a dataset of the Open Reaction Database (ORD), a public repository of structured organic reaction records. describe an organic reaction: reactants, conditions, products, and yield Reactants: CC(C)(C)[Si](C)(C)OCC1Cn2c(=O)ccc3ncc(=O)n1c32, CO. Yields the product O=c1ccc2ncc(=O)n3c2n1CC3CO. RXN SMILES: [CH3:1][C:2]([Si:3]([CH3:4])([CH3:5])[O:6][CH2:7][CH:8]1[CH2:9][n:10]2[c:11](=[O:21])[cH:12][cH:13][c:14]3[n:15][cH:16][c:17](=[O:20])[n:18]1[c:19]23)([CH3:22])[CH3:23].[CH3:24][OH:25]>>[OH:6][CH2:7][CH:8]1[CH2:9][n:10]2[c:11](=[O:21])[cH:12][cH:13][c:14]3[n:15][cH:16][c:17](=[O:20])[n:18]1[c:19]23. Reactants: Cl (Hydrochloride), C(C)N=C=NCCCN(C)C (1-ethyl-3-[3-(N,N-dimethylamino)propyl]carbodiimide), ClC1=CC(=C(C(=O)O)C=C1)NC1CCCC1 (4-chloro-2-(cyclopentylamino)benzoic acid), NC1=CC=C2CCC(N(C2=C1)C)=O (7-amino-1-methyl-3,4-dihydroquinolin-2(1H)-one). The solvent is C(Cl)(Cl)Cl (chloroform). Conditions: time 26 hour. Product: ClC1=CC(=C(C(=O)NC2=CC=C3CCC(N(C3=C2)C)=O)C=C1)NC1CCCC1 (4-chloro-2-(cyclopentylamino)-N-(1-methyl-2-oxo-1,2,3,4-tetrahydroquinolin-7-yl)benzamide). RXN SMILES: Cl.C(N=C=NCCCN(C)C)C.[Cl:13][C:14]1[CH:22]=[CH:21][C:17]([C:18]([OH:20])=O)=[C:16]([NH:23][CH:24]2[CH2:28][CH2:27][CH2:26][CH2:25]2)[CH:15]=1.[NH2:29][C:30]1[CH:39]=[C:38]2[C:33]([CH2:34][CH2:35][C:36](=[O:41])[N:37]2[CH3:40])=[CH:32][CH:31]=1>C(Cl)(Cl)Cl>[Cl:13][C:14]1[CH:22]=[CH:21][C:17]([C:18]([NH:29][C:30]2[CH:39]=[C:38]3[C:33]([CH2:34][CH2:35][C:36](=[O:41])[N:37]3[CH3:40])=[CH:32][CH:31]=2)=[O:20])=[C:16]([NH:23][CH:24]2[CH2:28][CH2:27][CH2:26][CH2:25]2)[CH:15]=1. Procedure: Hydrochloride of 1-ethyl-3-[3-(N,N-dimethylamino)propyl]carbodiimide (250 mg) was added to a chloroform (15 mL) solution of 4-chloro-2-(cyclopentylamino)benzoic acid (250 mg) and 7-amino-1-methyl-3,4-dihydroquinolin-2(1H)-one (184 mg), followed by stirring at room temperature for 26 hours. The reaction liquid was concentrated under a reduced pressure. By purifying the residue by silica gel column chromatography (chloroform:methanol, 1:0 to 9:1), 4-chloro-2-(cyclopentylamino)-N-(1-methyl-2-oxo-1,... Starting materials: CCO, CCCCCCC(Nc1ccc(C(=O)NCCC(=O)OCC)cc1)c1cc2cc(Cl)ccc2n1-c1cccc(C(F)(F)F)c1, [Na+], C1CCOC1, [OH-]. Yields the product CCCCCCC(Nc1ccc(C(=O)NCCC(=O)O)cc1)c1cc2cc(Cl)ccc2n1-c1cccc(C(F)(F)F)c1. RXN SMILES: [CH3:52][CH2:53][OH:54].[Cl:1][c:2]1[cH:3][c:4]2[cH:5][c:6]([CH:21]([CH2:22][CH2:23][CH2:24][CH2:25][CH2:26][CH3:27])[NH:28][c:29]3[cH:30][cH:31][c:32]([C:35](=[O:36])[NH:37][CH2:38][CH2:39][C:40](=[O:41])[O:42][CH2:43][CH3:44])[cH:33][cH:34]3)[n:7](-[c:11]3[cH:12][c:13]([C:17]([F:18])([F:19])[F:20])[cH:14][cH:15][cH:16]3)[c:8]2[cH:9][cH:10]1.[Na+:51].[O:45]1[CH2:46][CH2:47][CH2:48][CH2:49]1.[OH-:50]>>[Cl:1][c:2]1[cH:3][c:4]2[cH:5][c:6]([CH:21]([CH2:22][CH2:23][CH2:24][CH2:25][CH2:26][CH3:27])[NH:28][c:29]3[cH:30][cH:31][c:32]([C:35](=[O:36])[NH:37][CH2:38][CH2:39][C:40](=[O:41])[OH:42])[cH:33][cH:34]3)[n:7](-[c:11]3[cH:12][c:13]([C:17]([F:18])([F:19])[F:20])[cH:14][cH:15][cH:16]3)[c:8]2[cH:9][cH:10]1. Reactants: BrC#N (BrCN), C(#N)C=1C(=CC(=C(C(=O)NN)C1)C1CCC1)C (5-cyano-2-cyclobutyl-4-methylbenzohydrazide), C(#N)C=1C(=CC(=C(C(=O)NN)C1)C1CCC1)C (5-cyano-2-cyclobutyl-4-methylbenzohydrazide), C(=O)(O)[O-].[Na+] (NaHCO3). Solvent: CCOC(=O)C (EtOAc), O (H2O), O1CCOCC1 (dioxane). Conditions: time 5 minute. Product: NC1=NN=C(O1)C=1C(=CC(=C(C#N)C1)C)C1CCC1 (5-(5-Amino-1,3,4-oxadiazol-2-yl)-4-cyclobutyl-2-methylbenzonitrile). RXN SMILES: [C:1]([C:3]1[C:4]([CH3:17])=[CH:5][C:6]([CH:13]2[CH2:16][CH2:15][CH2:14]2)=[C:7]([CH:12]=1)[C:8]([NH:10][NH2:11])=[O:9])#[N:2].C([O-])(O)=O.[Na+].Br[C:24]#[N:25]>O.O1CCOCC1.CCOC(C)=O>[NH2:25][C:24]1[O:9][C:8]([C:7]2[C:6]([CH:13]3[CH2:16][CH2:15][CH2:14]3)=[CH:5][C:4]([CH3:17])=[C:3]([CH:12]=2)[C:1]#[N:2])=[N:10][N:11]=1 |f:1.2|. Procedure: To a solution of 5-cyano-2-cyclobutyl-4-methylbenzohydrazide (compound 89.5, 0.5 g, 2.18 mmol) in H2O (10 mL) and dioxane (15 mL) was added NaHCO3 (0.55 g, 6.55 mmol). After the mixture was stirred at room temperature for 5 minutes, BrCN (1.3 mL, 5 M in CH3CN, 6.55 mmol) was added drop-wise. The mixture was stirred at room temperature for 30 minutes, where upon white solids formed. The mixture was diluted with EtOAc and washed with water, then brine. The organic layer was dried (Na2SO4), filtere... Reactants: Compound ( 3 ), [OH-].[Na+] (sodium hydroxide), C1=CC=CC=2C3=CC=CC=C3NC12 (Carbazole), BrCCCCC (1-bromopentane). The reagents and catalysts are [Cl-].C(C1=CC=CC=C1)[N+](CC)(CC)CC (benzyltriethyl ammonium chloride). The solvent is O (water), O (water), O1CCCC1 (tetrahydrofuran). Run at time 4 hour. Yields the product C(CCCC)N1C2=CC=CC=C2C=2C=CC=CC12 (9-pentylcarbazole). RXN SMILES: [CH:1]1[C:13]2[NH:12][C:11]3[C:6](=[CH:7][CH:8]=[CH:9][CH:10]=3)[C:5]=2[CH:4]=[CH:3][CH:2]=1.Br[CH2:15][CH2:16][CH2:17][CH2:18][CH3:19].[OH-].[Na+]>[Cl-].C([N+](CC)(CC)CC)C1C=CC=CC=1.O1CCCC1.O>[CH2:15]([N:12]1[C:11]2[CH:10]=[CH:9][CH:8]=[CH:7][C:6]=2[C:5]2[C:13]1=[CH:1][CH:2]=[CH:3][CH:4]=2)[CH2:16][CH2:17][CH2:18][CH3:19] |f:2.3,4.5|. Procedure: Compound (3) can be prepared according to the following procedure. Carbazole (16.7 g, 0.1 mol, commercially available from Aldrich, Milwaukee, Wis.), 1-bromopentane (15.1 g, 0.1 mol, commercially available from Aldrich, Milwaukee, Wis.), and benzyltriethyl ammonium chloride (1.7 g) are dissolved in tetrahydrofuran (60 mL) and a concentrated solution of sodium hydroxide (17 g) in water (17 mL) is added. The mixture is heated at reflux with strong mechanical stirring for 4 hours, then cooled to ro... The reactants are [OH-].[K+] (potassium hydroxide), ClC(SCl)(Cl)Cl (trichloromethanesulfenyl chloride), CN1C(NC2=CC=CC=C2C1=O)=O (3-methyl-2,4-dioxo-1,3-dihydroquinazoline). Run in O (water), O (water), O (water). Product: ClC(SN1C(N(C(C2=CC=CC=C12)=O)C)=O)(Cl)Cl (1-trichloromethylthio-3-methyl-2,4-dioxo-1,3-dihydroquinazoline). The yield is 35.3%. Reaction SMILES: [CH3:1][N:2]1[C:11](=[O:12])[C:10]2[C:5](=[CH:6][CH:7]=[CH:8][CH:9]=2)[NH:4][C:3]1=[O:13].[OH-].[K+].[Cl:16][C:17]([Cl:21])([Cl:20])[S:18]Cl>O>[Cl:16][C:17]([Cl:21])([Cl:20])[S:18][N:4]1[C:5]2[C:10](=[CH:9][CH:8]=[CH:7][CH:6]=2)[C:11](=[O:12])[N:2]([CH3:1])[C:3]1=[O:13] |f:1.2|. Procedure details: To a suspension of 3.52 g (0.02 mole) 3-methyl-2,4-dioxo-1,3-dihydroquinazoline in 25 ml water was added a solution of 1.12 g (0.02 mole) potassium hydroxide in 15 ml water. To this clear, basic solution was added, dropwise, a mixture of 3.72 g (0.02 mole) trichloromethanesulfenyl chloride and 0.15 g of an emulsifier (as in example 1) in 2.5 ml water while maintaining the reaction mixture at 0°-5° C. The reactants were mixed so that the reaction mixture was kept at a pH greater than 7. The preci...